This data is from the Open Reaction Database (ORD), a public repository of structured organic reaction records. The task is: describe an organic reaction: reactants, conditions, products, and yield Starting materials: [Br-], O=C1Nc2ccc(Br)cc2C1=O, CCN(CC)P1(=NC(C)(C)C)N(C)CCCN1C, CC#N, CO, Clc1ccccc1CBr. Yields the product O=C1C(=O)N(Cc2ccccc2Cl)c2ccc(Br)cc21. Reaction SMILES: [Br-:40].[Br:1][c:2]1[cH:3][c:4]2[c:8]([cH:9][cH:10]1)[NH:7][C:6](=[O:11])[C:5]2=[O:12].[C:13]([N:14]=[P:15]1([N:16]([CH2:17][CH3:18])[CH2:19][CH3:20])[N:21]([CH3:22])[CH2:23][CH2:24][CH2:25][N:26]1[CH3:27])([CH3:28])([CH3:29])[CH3:30].[CH3:41][C:42]#[N:43].[CH3:44][OH:45].[Cl:31][c:32]1[c:33]([CH2:34][Br:35])[cH:36][cH:37][cH:38][cH:39]1>>[Br:1][c:2]1[cH:3][c:4]2[c:8]([cH:9][cH:10]1)[N:7]([CH2:34][c:33]1[c:32]([Cl:31])[cH:39][cH:38][cH:37][cH:36]1)[C:6](=[O:11])[C:5]2=[O:12]. Isolated yield 90.0%. Run at time 30 minute. Reaction SMILES: [CH2:1]([O:8][C:9]1[CH:18]=[C:17]2[C:12]([C:13](=[O:19])[NH:14][CH:15]=[N:16]2)=[CH:11][CH:10]=1)[C:2]1[CH:7]=[CH:6][CH:5]=[CH:4][CH:3]=1.[H-].[Na+].[H][H].[C:24]([O:30]CCl)(=O)[C:25]([CH3:28])([CH3:27])[CH3:26].[C:33](O)(=O)CC(CC(O)=O)(C(O)=O)O>CN(C=O)C>[CH2:1]([O:8][C:9]1[CH:18]=[C:17]2[C:12]([C:13](=[O:19])[NH:14][C:15]([C:24](=[O:30])[C:25]([CH3:28])([CH3:27])[CH2:26][CH3:33])=[N:16]2)=[CH:11][CH:10]=1)[C:2]1[CH:7]=[CH:6][CH:5]=[CH:4][CH:3]=1 |f:1.2|. Reactants: C(C1=CC=CC=C1)OC1=CC=C2C(NC=NC2=C1)=O (7-Benzyloxy-3,4-dihydroquinazolin-4-one), [H][H] (hydrogen), [H-].[Na+] (sodium hydride), suspension, C(C(C)(C)C)(=O)OCCl (chloromethyl pivalate), C(CC(O)(C(=O)O)CC(=O)O)(=O)O (citric acid). Run in CN(C)C=O (DMF). Reported procedure: 7-Benzyloxy-3,4-dihydroquinazolin-4-one (5.3 g, 21 mmol) was suspended in dry DMF (50 ml) and sodium hydride (1 g of a 60% suspension in mineral oil, 25 mmol) was added. After hydrogen evolution had ceased, the reaction was allowed to cool to ambient temperature and then chloromethyl pivalate (4.1 g, 27 mmol) was added dropwise over 10 minutes. The mixture was stirred for 30 minutes then poured into aqueous citric acid solution (pH5) (250 ml) and extracted with ether (3×300 ml). The combined ext... Product: C(C1=CC=CC=C1)OC1=CC=C2C(NC(=NC2=C1)C(C(CC)(C)C)=O)=O (7-benzyloxy-3-methylpivaloyl-3,4-dihydroquinazolin-4-one). The reactants are C(C)N(C(OC(C)(C)C)=O)C(CC[C@@H](CO)OC)C=1NC(C(=C(N1)C(=O)NCC1=CC=C(C=C1)F)O)=O (tert-butyl ethyl[(4S)-1-(4-{[(4-fluorobenzyl)amino]carbonyl}-5-hydroxy-6-oxo-1,6-dihydropyrimidin-2-yl)-5-hydroxy-4-methoxypentyl]carbamate), TEA, CS(=O)(=O)Cl (MsCl). The solvent is C(=O)(C)C#N (AcCN), C(Cl)Cl (DCM), O (H2O). Run at temperature 0 celsius, time 30 minute. Yields the product CS(=O)(=O)OC1=NC(=NC(=C1OS(=O)(=O)C)C(=O)NCC1=CC=C(C=C1)F)C(CC[C@@H](COS(=O)(=O)C)OC)N(CC)C(=O)OC(C)(C)C (2-{(4S)-1-[(tert-butoxycarbonyl)(ethyl)amino]-4-methoxy-5-[(methylsulfonyl)oxy]pentyl}-6-{[(4-fluorobenzyl)amino]carbonyl}pyrimidine-4,5-diyl dimethanesulfonate). As a reaction SMILES: [CH2:1]([N:3]([CH:11]([C:19]1[NH:20][C:21](=[O:37])[C:22]([OH:36])=[C:23]([C:25]([NH:27][CH2:28][C:29]2[CH:34]=[CH:33][C:32]([F:35])=[CH:31][CH:30]=2)=[O:26])[N:24]=1)[CH2:12][CH2:13][C@H:14]([O:17][CH3:18])[CH2:15][OH:16])[C:4](=[O:10])[O:5][C:6]([CH3:9])([CH3:8])[CH3:7])[CH3:2].[CH3:38][S:39](Cl)(=[O:41])=[O:40]>C(C#N)(C)=O.C(Cl)Cl.O>[CH3:38][S:39]([O:37][C:21]1[C:22]([O:36][S:39]([CH3:38])(=[O:41])=[O:40])=[C:23]([C:25]([NH:27][CH2:28][C:29]2[CH:34]=[CH:33][C:32]([F:35])=[CH:31][CH:30]=2)=[O:26])[N:24]=[C:19]([CH:11]([N:3]([C:4]([O:5][C:6]([CH3:9])([CH3:7])[CH3:8])=[O:10])[CH2:1][CH3:2])[CH2:12][CH2:13][C@H:14]([O:17][CH3:18])[CH2:15][O:16][S:39]([CH3:38])(=[O:41])=[O:40])[N:20]=1)(=[O:41])=[O:40]. Procedure details: To a stirred solution of tert-butyl ethyl[(4S)-1-(4-{[(4-fluorobenzyl)amino]carbonyl}-5-hydroxy-6-oxo-1,6-dihydropyrimidin-2-yl)-5-hydroxy-4-methoxypentyl]carbamate (30 g, 57.4 mmol) in AcCN (500 mL) at 0° C. was added TEA (48 mL, 344 mmol) followed by a dropwise addition of a solution of MsCl (22.37 mL, 287 mmol) in DCM (15 mL). The resulting mixture was stirred at 0° C. for 30 minutes, then diluted with H2O (˜100 mL) and extracted with EtOAc (3×). The combined organic layers were dried over Na... Starting materials: [H-].C(C(C)C)[Al+]CC(C)C (diisobutylaluminum hydride), OC(C(C(C(F)(F)F)=O)(F)F)C1C2C=CC(C1)C2 (1-hydroxy-1-(5-norbornene-2-yl)-2,2,4,4,4-pentafluorobutane-3-one), Cl (hydrochloric acid). Run in C1(=CC=CC=C1)C (toluene). Reaction conditions: temperature 20 celsius, time 10 hour. Product: C12C(CC(C=C1)C2)C(C(C(C(F)(F)F)O)(F)F)O (1-(5-norbornene-2-yl)-2,2,4,4,4-pentafluorobutane-1,3-diol). Yield: 95.2%. RXN SMILES: [H-].C([Al+]CC(C)C)C(C)C.[OH:11][CH:12]([CH:22]1[CH2:27][CH:26]2[CH2:28][CH:23]1[CH:24]=[CH:25]2)[C:13]([F:21])([F:20])[C:14](=[O:19])[C:15]([F:18])([F:17])[F:16].Cl>C1(C)C=CC=CC=1>[CH:23]12[CH2:28][CH:26]([CH:25]=[CH:24]1)[CH2:27][CH:22]2[CH:12]([OH:11])[C:13]([F:20])([F:21])[CH:14]([OH:19])[C:15]([F:18])([F:17])[F:16] |f:0.1|. Reported procedure: 210 mL of diisobutylaluminum hydride (1.0M toluene solution) was added under nitrogen atmosphere at 0° C. to the mixture of 27.0 g of 1-hydroxy-1-(5-norbornene-2-yl)-2,2,4,4,4-pentafluorobutane-3-one (synthesized according to [Example 1]) and 50 g of toluene, then the solution was stirred for 10 hours at 20° C. Dilute hydrochloric acid was added to quench the reaction and to neutralize it, and then the standard aqueous work-up was performed. The product was purified by silica gel column chromato... Reactants: C1(=CC=CC=C1)P(C1=CC=CC=C1)C1=CC=CC=C1 (triphenylphosphane), C(=O)(C(F)(F)F)O (TFA), C([O-])([O-])=O.[Na+].[Na+] (Sodium carbonate), NC=1C(=NC(=CN1)Br)C1=NN=C(O1)C=1C=C(C=CC1)CNC(OC(C)(C)C)=O (tert-butyl N-[[3-[5-(3-amino-6-bromo-pyrazin-2-yl)-1,3,4-oxadiazol-2-yl]phenyl]methyl]carbamate), C(C)(C)S(=O)(=O)C1=CC=C(C=C1)B(O)O ((4-isopropylsulfonylphenyl)boronic acid). Reagents/catalysts: [Pd] (palladium). Run in O1CCOCC1 (dioxane). Conditions: time 1 hour. Yields the product NCC=1C=C(C=CC1)C1=NN=C(O1)C=1C(=NC=C(N1)C1=CC=C(C=C1)S(=O)(=O)C(C)C)N (3-[5-[3-(aminomethyl)phenyl]-1,3,4-oxadiazol-2-yl]-5-(4-isopropylsulfonylphenyl)pyrazin-2-amine). The yield is 35.8%. RXN SMILES: C(=O)([O-])[O-].[Na+].[Na+].[NH2:7][C:8]1[C:9]([C:15]2[O:19][C:18]([C:20]3[CH:21]=[C:22]([CH2:26][NH:27]C(=O)OC(C)(C)C)[CH:23]=[CH:24][CH:25]=3)=[N:17][N:16]=2)=[N:10][C:11](Br)=[CH:12][N:13]=1.[CH:35]([S:38]([C:41]1[CH:46]=[CH:45][C:44](B(O)O)=[CH:43][CH:42]=1)(=[O:40])=[O:39])([CH3:37])[CH3:36].C1(P(C2C=CC=CC=2)C2C=CC=CC=2)C=CC=CC=1.C(O)(C(F)(F)F)=O>O1CCOCC1.[Pd]>[NH2:27][CH2:26][C:22]1[CH:21]=[C:20]([C:18]2[O:19][C:15]([C:9]3[C:8]([NH2:7])=[N:13][CH:12]=[C:11]([C:44]4[CH:43]=[CH:42][C:41]([S:38]([CH:35]([CH3:37])[CH3:36])(=[O:40])=[O:39])=[CH:46][CH:45]=4)[N:10]=3)=[N:16][N:17]=2)[CH:25]=[CH:24][CH:23]=1 |f:0.1.2|. Reported procedure: Sodium carbonate (335.4 μL of 2 M, 0.6708 mmol) was added to a solution of tert-butyl N-[[3-[5-(3-amino-6-bromo-pyrazin-2-yl)-1,3,4-oxadiazol-2-yl]phenyl]methyl]carbamate (100 mg, 0.2236 mmol), (4-isopropylsulfonylphenyl)boronic acid (66.30 mg, 0.2907 mmol), palladium; triphenylphosphane (25.84 mg, 0.02236 mmol) in dioxane (5 mL) and the resulting mixture heated at 110° C. under microwave conditions for 90 min. The mixture was placed directly onto silica gel pad and washed through with diethyl e... Reactants: CC=1[Te]C2=C(N1)C1=CC=CC=C1C=C2 (2-Methylnaphtho[1,2-d]tellurazole), FC(S(=O)(=O)OC)(F)F (methyl trifluoromethanesulfonate). Solvent: ClCCl (dichloromethane). The product is FC(S(=O)(=O)[O-])(F)F.C[N+]1=C([Te]C2=C1C1=CC=CC=C1C=C2)C (1,2-Dimethylnaphtho[1,2-d]tellurazolium Trifluoromethanesulfonate). Reaction SMILES: [CH3:1][C:2]1[Te:3][C:4]2[CH:14]=[CH:13][C:12]3[C:7](=[CH:8][CH:9]=[CH:10][CH:11]=3)[C:5]=2[N:6]=1.[F:15][C:16]([F:23])([F:22])[S:17]([O:20]C)(=[O:19])=[O:18]>ClCCl>[F:15][C:16]([F:23])([F:22])[S:17]([O-:20])(=[O:19])=[O:18].[CH3:16][N+:6]1[C:5]2[C:7]3[C:12]([CH:13]=[CH:14][C:4]=2[Te:3][C:2]=1[CH3:1])=[CH:11][CH:10]=[CH:9][CH:8]=3 |f:3.4|. Procedure details: 2-Methylnaphtho[1,2-d]tellurazole (Example 26) (14.8 g=0.05 mole) was dissolved in dry dichloromethane, and methyl trifluoromethanesulfonate (5.52 ml=0.05 mole) was added. The flask was sealed and kept over a weekend. Pale yellow plates (16.1 g, 70% of theory) formed. The product was recrystallized from 150 ml of acetone by addition of diethyl ether (m.p. 178°-183° C.). The mass and nuclear magnetic resonance spectra were in agreement with that expected for the structural formula.